This data is from the Open Reaction Database (ORD), a public repository of structured organic reaction records. The task is: describe an organic reaction: reactants, conditions, products, and yield Starting materials: Cc1cc(OCc2ccc(C3CCN(C(=O)OC(C)(C)C)CC3)cc2)ccc1-c1ccccc1, C=CC(=O)OC(C)(C)C, CO, CCN(C(C)C)C(C)C, ClCCl, O=C(O)C(F)(F)F. Yields the product Cc1cc(OCc2ccc(C3CCN(CCC(=O)OC(C)(C)C)CC3)cc2)ccc1-c1ccccc1. As a reaction SMILES: [C:1]([O:2][C:3](=[O:4])[N:8]1[CH2:9][CH2:10][CH:11]([c:14]2[cH:15][cH:16][c:17]([CH2:20][O:21][c:22]3[cH:23][c:24]([CH3:34])[c:25](-[c:28]4[cH:29][cH:30][cH:31][cH:32][cH:33]4)[cH:26][cH:27]3)[cH:18][cH:19]2)[CH2:12][CH2:13]1)([CH3:5])([CH3:6])[CH3:7].[C:44]([CH:45]=[CH2:46])(=[O:47])[O:48][C:49]([CH3:50])([CH3:51])[CH3:52].[CH3:63][OH:64].[CH:35]([N:36]([CH2:37][CH3:38])[CH:39]([CH3:40])[CH3:41])([CH3:42])[CH3:43].[Cl:53][CH2:54][Cl:55].[F:56][C:57]([F:58])([F:59])[C:60]([OH:61])=[O:62]>>[N:8]1([CH2:46][CH2:45][C:44](=[O:47])[O:48][C:49]([CH3:50])([CH3:51])[CH3:52])[CH2:9][CH2:10][CH:11]([c:14]2[cH:15][cH:16][c:17]([CH2:20][O:21][c:22]3[cH:23][c:24]([CH3:34])[c:25](-[c:28]4[cH:29][cH:30][cH:31][cH:32][cH:33]4)[cH:26][cH:27]3)[cH:18][cH:19]2)[CH2:12][CH2:13]1. Reactants: O=C(O)CCSCc1ccco1, COC(=O)CCSCc1cccs1. The product is O=C(O)CCSCc1cccs1. As a reaction SMILES: [o:1]1[cH:2][cH:3][cH:4][c:5]1[CH2:6][S:7][CH2:8][CH2:9][C:10]([OH:11])=[O:12].[s:13]1[c:14]([CH2:18][S:19][CH2:20][CH2:21][C:22](=[O:23])[O:24][CH3:25])[cH:15][cH:16][cH:17]1>>[s:13]1[c:14]([CH2:18][S:19][CH2:20][CH2:21][C:22](=[O:23])[OH:24])[cH:15][cH:16][cH:17]1.